The task is: describe an organic reaction: reactants, conditions, products, and yield. This data is from the Open Reaction Database (ORD), a public repository of structured organic reaction records. The reactants are O=C1CCC(=O)N1Br, CC(=O)Oc1cccn2cc(C)nc12, CCO, CCOC(C)=O. Reaction SMILES: [Br:15][N:16]1[C:17](=[O:18])[CH2:19][CH2:20][C:21]1=[O:22].[C:1]([CH3:2])(=[O:3])[O:4][c:5]1[c:6]2[n:7]([cH:8][cH:9][cH:10]1)[cH:11][c:12]([CH3:14])[n:13]2.[CH3:23][CH2:24][OH:25].[CH3:26][CH2:27][O:28][C:29](=[O:30])[CH3:31]>>[C:1]([CH3:2])(=[O:3])[O:4][c:5]1[c:6]2[n:7]([cH:8][cH:9][cH:10]1)[c:11]([Br:15])[c:12]([CH3:14])[n:13]2. Product: CC(=O)Oc1cccn2c(Br)c(C)nc12. Starting materials: C(C1=CC=CC=C1)N1CC2=C(NC(N(C2=O)C)=O)CC1 (6-benzyl-3-methyl-5,6,7,8-tetra-hydro-1H-pyrido[4,3-d]pyrimidine-2,4-dione), C(C)(=O)O (acetic acid). Reagents/catalysts: [Pd] (palladium). Run in O (water). Product: CN1C(NC2=C(C1=O)CNCC2)=O (3-methyl-5,6,7,8-tetrahydro-1H-pyrido[4,3-d]pyrimidine-2,4-dione). The yield is 179.8%. Reaction SMILES: C([N:8]1[CH2:20][CH2:19][C:11]2[NH:12][C:13](=[O:18])[N:14]([CH3:17])[C:15](=[O:16])[C:10]=2[CH2:9]1)C1C=CC=CC=1.C(O)(=O)C>O.[Pd]>[CH3:17][N:14]1[C:15](=[O:16])[C:10]2[CH2:9][NH:8][CH2:20][CH2:19][C:11]=2[NH:12][C:13]1=[O:18]. Reported procedure: A solution of 96 g of 6-benzyl-3-methyl-5,6,7,8-tetra-hydro-1H-pyrido[4,3-d]pyrimidine-2,4-dione from c) in 1.5 1 of glacial acetic acid was debenzylated by hydrogenolysis for 6 h on 14.6 g of 10% palladium/activated charcoal at 25° C. and 3.5 bar. After the catalyst had been filtered off, the filtrate was concentrated under reduced pressure. The above preparation was repeated. The two crude products were combined, dissolved in water and precipitated, with stirring, by the addition of 33% sodium... Solvent: CO (methanol). Procedure details: A reaction mixture consisting of 200 ml. of methylamine, 225 ml. of methanol and 75 g. of 3-chloro-1-(o-methoxyphenoxy)propylbenzene was heated in an autoclave for 12 hours at 140° C. The reaction mixture was cooled, and the solvent was removed by evaporation. The semisolid residue was mixed with concentrated aqueous sodium hydroxide. The resulting mixture was extracted several times with ether. N-methyl 3-(o-methoxyphenoxy)-3-phenylpropylamine, formed in the above reaction, was insoluble in the... RXN SMILES: [CH3:1][NH2:2].Cl[C:4]1[CH:5]=[C:6]([CH:10]([O:13][C:14]2[CH:19]=[CH:18][CH:17]=[CH:16][C:15]=2[O:20][CH3:21])[CH2:11][CH3:12])[CH:7]=[CH:8][CH:9]=1>CO>[CH3:1][NH:2][CH2:12][CH2:11][CH:10]([O:13][C:14]1[CH:19]=[CH:18][CH:17]=[CH:16][C:15]=1[O:20][CH3:21])[C:6]1[CH:7]=[CH:8][CH:9]=[CH:4][CH:5]=1. Starting materials: CN (methylamine), ClC=1C=C(C=CC1)C(CC)OC1=C(C=CC=C1)OC (3-chloro-1-(o-methoxyphenoxy)propylbenzene). The product is CNCCC(C1=CC=CC=C1)OC1=C(C=CC=C1)OC (N-methyl 3-(o-methoxyphenoxy)-3-phenylpropylamine). Starting materials: C(C1=CC=CC=C1)N1N=C(C(C2=C(C=CC=C12)C1=C(C=C(C=C1)C)C)=O)C (1-benzyl-5-(2,4-dimethylphenyl)-3-methylcinnolin-4(1H)-one), [H][H] (hydrogen). Reagents/catalysts: [OH-].[OH-].[Pd+2] (Pearlman's catalyst), Cl (HCl). The solvent is C(C)O (ethanol). Run at time 3 hour. Product: CC1=C(C=CC(=C1)C)C1=C2C(C(=NNC2=CC=C1)C)=O (5-(2,4-Dimethylphenyl)-3-methylcinnolin-4(1H)-one). Isolated yield 52.3%. RXN SMILES: C([N:8]1[C:17]2[C:12](=[C:13]([C:18]3[CH:23]=[CH:22][C:21]([CH3:24])=[CH:20][C:19]=3[CH3:25])[CH:14]=[CH:15][CH:16]=2)[C:11](=[O:26])[C:10]([CH3:27])=[N:9]1)C1C=CC=CC=1.[H][H]>[OH-].[OH-].[Pd+2].Cl.C(O)C>[CH3:25][C:19]1[CH:20]=[C:21]([CH3:24])[CH:22]=[CH:23][C:18]=1[C:13]1[CH:14]=[CH:15][CH:16]=[C:17]2[C:12]=1[C:11](=[O:26])[C:10]([CH3:27])=[N:9][NH:8]2 |f:2.3.4|. Reported procedure: To 0.122 g (0.34 mmol) of 1-benzyl-5-(2,4-dimethylphenyl)-3-methylcinnolin-4(1H)-one and 0.14 g (0.10 mmol Pd) of 10% Pearlman's catalyst was added 4 mL of ethanol and two drops of concentrated HCl. The reaction vessel was charged with hydrogen via a balloon and stirred at room temperature for 3 h. The catalyst was removed by filtration, the filtrate was concentrated and the residue was purified by flash chromatography eluting with a 33% ethyl acetate/hexanes mixture to give 0.047 g (52%) of pro... Starting materials: BrC=1C=C(C(=O)OC)C=CC1O (Methyl 3-bromo-4-hydroxybenzoate), C([O-])([O-])=O.[K+].[K+] (potassium carbonate), COCCl (chloromethyl methyl ether), [Cu](C#N)C#N (copper cyanide). The solvent is CN(C=O)C (N,N-dimethylformamide). Conditions: temperature 150 celsius, time 16 hour. The product is C(#N)C=1C=C(C(=O)OC)C=CC1O (methyl 3-cyano-4-hydroxybenzoate). The yield is 22.5%. As a reaction SMILES: Br[C:2]1[CH:3]=[C:4]([CH:9]=[CH:10][C:11]=1[OH:12])[C:5]([O:7][CH3:8])=[O:6].[Cu](C#N)[C:14]#[N:15].C(=O)([O-])[O-].[K+].[K+].COCCl>CN(C)C=O>[C:14]([C:2]1[CH:3]=[C:4]([CH:9]=[CH:10][C:11]=1[OH:12])[C:5]([O:7][CH3:8])=[O:6])#[N:15] |f:2.3.4|. Procedure details: Methyl 3-bromo-4-hydroxybenzoate (37.81 g) was dissolved in N,N-dimethylformamide (250 mL), and copper cyanide (22.03 g) was added to the solution. After stirring the mixture at 150° C. for 16 hours, potassium carbonate (68.00 g) and chloromethyl methyl ether (14.8 mL) were added to the solution under ice cooling, and then the mixture was stirred for 2 hours. The reaction solution was filtered and water was added, and then the reaction mixture was extracted with ethyl acetate. After the operatio... Reactants: FC=1C=C(C=C(C1OC(F)F)F)O (3,5-difluoro-4-difluoromethoxyphenol), C(CCCCCC)[Si]1(CCC(CC1)C(=O)O)C1=CC=CC=C1 (4-n-heptyl-4-phenyl-4-silacyclohexanecarboxylic acid). Reported procedure: The general procedure of Example 3 was repeated using 3,5-difluoro-4-difluoromethoxyphenol and 4-n-heptyl-4-phenyl-4-silacyclohexanecarboxylic acid, thereby obtaining the intended product. Reaction SMILES: [F:1][C:2]1[CH:3]=[C:4]([OH:13])[CH:5]=[C:6]([F:12])[C:7]=1[O:8][CH:9]([F:11])[F:10].[CH2:14]([Si:21]1(C2C=CC=CC=2)[CH2:26][CH2:25][CH:24]([C:27](O)=[O:28])[CH2:23][CH2:22]1)[CH2:15][CH2:16][CH2:17][CH2:18][CH2:19][CH3:20]>>[CH2:14]([Si@H:21]1[CH2:22][CH2:23][C@H:24]([C:27]([O:13][C:4]2[CH:3]=[C:2]([F:1])[C:7]([O:8][CH:9]([F:11])[F:10])=[C:6]([F:12])[CH:5]=2)=[O:28])[CH2:25][CH2:26]1)[CH2:15][CH2:16][CH2:17][CH2:18][CH2:19][CH3:20]. Product: C(CCCCCC)[Si@@H]1CC[C@H](CC1)C(=O)OC1=CC(=C(C(=C1)F)OC(F)F)F ((3,5-difluoro-4-difluoromethoxyphenyl) trans-4-n-heptyl-4-silacyclohexanecarboxylate).